From a dataset of the Open Reaction Database (ORD), a public repository of structured organic reaction records. describe an organic reaction: reactants, conditions, products, and yield Reactants: C(C)Br (ethyl bromide), C#CCCCCCCCC (1-decyne), cuprous cyanide, [Mg] (magnesium), [Mg] (magnesium). As a reaction SMILES: [Mg].[CH2:2](Br)[CH3:3].[CH:5]#[C:6][CH2:7][CH2:8][CH2:9][CH2:10][CH2:11][CH2:12][CH2:13][CH3:14]>O1CCCC1>[C-:2]#[C-:3].[CH:5]#[C:6][CH2:7][CH2:8][CH2:9][CH2:10][CH2:11][CH2:12][CH2:13][CH3:14] |f:4.5|. Run in O1CCCC1 (tetrahydrofuran), O1CCCC1 (THF). Reported procedure: 19.35 g of magnesium (0.79 gramme-atom) and then 750 cm3 of anhydrous tetrahydrofuran (THF) are placed in a 2-liter round-bottomed flask equipped with a stirrer and an argon inlet. 90.25 g of ethyl bromide (1.15 equivalent) are then introduced dropwise so as to maintain the THF refluxing. When the addition is complete, this refluxing is maintained until the magnesium has been completely converted. 100 g of 1-decyne (0.72 mol) are then added dropwise at this temperature in the course of approxima... The product is [C-]#[C-].C#CCCCCCCCC (1-decyne acetylide). Starting materials: COC(=O)C=Cc1ccc(N(Cc2cccc(O)c2)S(=O)(=O)c2c(C)cc(C)cc2C)cc1, Cl, [Na+], C1CCOC1, [OH-], O. The product is Cc1cc(C)c(S(=O)(=O)N(Cc2cccc(O)c2)c2ccc(C=CC(=O)O)cc2)c(C)c1. RXN SMILES: [CH3:1][O:2][C:3]([CH:4]=[CH:5][c:6]1[cH:7][cH:8][c:9]([N:12]([S:13](=[O:14])(=[O:15])[c:16]2[c:17]([CH3:24])[cH:18][c:19]([CH3:23])[cH:20][c:21]2[CH3:22])[CH2:25][c:26]2[cH:27][c:28]([OH:32])[cH:29][cH:30][cH:31]2)[cH:10][cH:11]1)=[O:33].[ClH:36].[Na+:35].[O:37]1[CH2:38][CH2:39][CH2:40][CH2:41]1.[OH-:34].[OH2:42]>>[O:2]=[C:3]([CH:4]=[CH:5][c:6]1[cH:7][cH:8][c:9]([N:12]([S:13](=[O:14])(=[O:15])[c:16]2[c:17]([CH3:24])[cH:18][c:19]([CH3:23])[cH:20][c:21]2[CH3:22])[CH2:25][c:26]2[cH:27][c:28]([OH:32])[cH:29][cH:30][cH:31]2)[cH:10][cH:11]1)[OH:33]. Reactants: C1COCCN1, CCCCCOc1cc(C=CC(=O)O)ccc1OC, CCOC(C)=O, [Na+], CN(C)C=O, O, O, On1nnc2ccccc21, O=C([O-])O. The product is CCCCCOc1cc(C=CC(=O)N2CCOCC2)ccc1OC. RXN SMILES: [CH2:31]1[CH2:32][O:33][CH2:34][CH2:35][NH:36]1.[CH3:1][O:2][c:3]1[c:4]([O:14][CH2:15][CH2:16][CH2:17][CH2:18][CH3:19])[cH:5][c:6]([CH:7]=[CH:8][C:9](=[O:10])[OH:11])[cH:12][cH:13]1.[CH3:47][CH2:48][O:49][C:50](=[O:51])[CH3:52].[Na+:37].[O:42]=[CH:43][N:44]([CH3:45])[CH3:46].[OH2:20].[OH2:53].[OH:21][n:22]1[c:23]2[cH:24][cH:25][cH:26][cH:27][c:28]2[n:29][n:30]1.[OH:38][C:39](=[O:40])[O-:41]>>[CH3:1][O:2][c:3]1[c:4]([O:14][CH2:15][CH2:16][CH2:17][CH2:18][CH3:19])[cH:5][c:6]([CH:7]=[CH:8][C:9](=[O:11])[N:36]2[CH2:31][CH2:32][O:33][CH2:34][CH2:35]2)[cH:12][cH:13]1. Reactants: ClC=1C=C(C=CC1)C1=CC=2C(N(C=CC2O1)C=1C=C2C=NN(C2=CC1)CCN1CCCC1)=O (2-(3-chlorophenyl)-5-(1-(2-(pyrrolidine-1-yl)ethyl)-1H-indazol-5-yl)furo[3,2-c]pyridine-4(5H)-one), Cl (HCl), C(C)OCC (diethyl ether). Solvent: C(Cl)Cl (CH2Cl2). Run at time 3 hour. Yields the product Cl.ClC=1C=C(C=CC1)C1=CC=2C(N(C=CC2O1)C=1C=C2C=NN(C2=CC1)CCN1CCCC1)=O (2-(3-Chlorophenyl)-5-(1-(2-(pyrrolidine-1-yl)ethyl)-1H-indazol-5-yl)furo[3,2-c]pyridine-4(5H)-one hydrochloride). Isolated yield 171.1%. RXN SMILES: [Cl:1][C:2]1[CH:3]=[C:4]([C:8]2[O:16][C:15]3[CH:14]=[CH:13][N:12]([C:17]4[CH:18]=[C:19]5[C:23](=[CH:24][CH:25]=4)[N:22]([CH2:26][CH2:27][N:28]4[CH2:32][CH2:31][CH2:30][CH2:29]4)[N:21]=[CH:20]5)[C:11](=[O:33])[C:10]=3[CH:9]=2)[CH:5]=[CH:6][CH:7]=1.Cl.C(OCC)C>C(Cl)Cl>[ClH:1].[Cl:1][C:2]1[CH:3]=[C:4]([C:8]2[O:16][C:15]3[CH:14]=[CH:13][N:12]([C:17]4[CH:18]=[C:19]5[C:23](=[CH:24][CH:25]=4)[N:22]([CH2:26][CH2:27][N:28]4[CH2:29][CH2:30][CH2:31][CH2:32]4)[N:21]=[CH:20]5)[C:11](=[O:33])[C:10]=3[CH:9]=2)[CH:5]=[CH:6][CH:7]=1 |f:4.5|. Reported procedure: A solution of 2-(3-chlorophenyl)-5-(1-(2-(pyrrolidine-1-yl)ethyl)-1H-indazol-5-yl)furo[3,2-c]pyridine-4(5H)-one (83.mg, 0.18 mmol) in CH2Cl2 (1.5 mL) was treated with anhydrous HCl in diethyl ether (0.18 μL, 0.18 mmol, 1.0 M). After stirring at ambient temperature for 3 h, the solids were collected by filtration and dried to yield the title compound (76.3 mg, 84%) as a light yellow solid: 1H NMR (500 MHz, DMSO-d6) δ 9.97 (br s, 1H), 8.24 (s, 1H), 7.96 (t, J=2.0 Hz, 1H), 7.92-7.85 (m, 3H), 7.71 (... Reactants: FC(C(=O)O)(F)F (Trifluoroacetic acid), S1C=CC2=C1C=CC=C2 (benzothiophene), C(C)[SiH](CC)CC (triethylsilane). Run at temperature 50 celsius. Yields the product S1C2=C(CC1)C=CC=C2 (2,3-Dihydrobenzo[b]thiophene). Yield: 40.9%. RXN SMILES: FC(F)(F)C(O)=O.[S:8]1[C:12]2[CH:13]=[CH:14][CH:15]=[CH:16][C:11]=2[CH:10]=[CH:9]1.C([SiH](CC)CC)C>>[S:8]1[CH2:9][CH2:10][C:11]2[CH:16]=[CH:15][CH:14]=[CH:13][C:12]1=2. Reported procedure: Trifluoroacetic acid (5.2 mL) was slowly added to the mixture of benzothiophene (1 g, 7.45 mmol) and triethylsilane (3.6 mL, 22.35 mmol) with heating under reflux at 50° C. for 125 hours. After cooling to 0° C., the reaction was quenched by addition of aq. saturated NH4Cl solution. The mixture was diluted with water and extracted with EtOAc. The organic layer was washed with brine, dried over anhydrous MgSO4, filtered and evaporated in vacuo. The residue was purified by silica gel column chromat... Solvent: Cl (HCl), C(C)(C)O (isopropanol), C(C)(=O)OCC (ethyl acetate). Reaction conditions: temperature 35 celsius. Reaction SMILES: [CH3:1][C:2]1([CH3:33])[C:6]2[C:7]([O:12][C:13]3[N:18]=[CH:17][C:16]([NH:19][C:20]([C@H:22]([NH:25][C:26](=[O:32])OC(C)(C)C)[CH2:23][CH3:24])=[O:21])=[CH:15][N:14]=3)=[CH:8][CH:9]=[C:10]([CH3:11])[C:5]=2[O:4][CH2:3]1.ClC(Cl)(OC(=O)OC(Cl)(Cl)Cl)Cl>Cl.C(O)(C)C.C(OCC)(=O)C>[CH2:23]([C@H:22]1[NH:25][C:26](=[O:32])[N:19]([C:16]2[CH:15]=[N:14][C:13]([O:12][C:7]3[C:6]4[C:2]([CH3:33])([CH3:1])[CH2:3][O:4][C:5]=4[C:10]([CH3:11])=[CH:9][CH:8]=3)=[N:18][CH:17]=2)[C:20]1=[O:21])[CH3:24]. Isolated yield 89.6%. Procedure: 1,1-dimethylethyl {(1R)-1-[({2-[(3,3,7-trimethyl-2,3-dihydro-1-benzofuran-4-yl)oxy]-5-pyrimidinyl}amino)carbonyl]propyl}carbamate (Intermediate 191, 213 mg, 0.47 mmol) was dissolved in HCl 5-6 N in isopropanol (1 mL) and the resulting solution was heated to 35° C. for 30 minutes. The reaction mixture was then concentrated under vacuum, the residue diluted with ethyl acetate (50 mL) and an aqueous 5% solution of K2CO3 (30 mL). Two phases were separated and the organic layer was washed with an aqu... The product is C(C)[C@@H]1C(N(C(N1)=O)C=1C=NC(=NC1)OC1=CC=C(C2=C1C(CO2)(C)C)C)=O ((5R)-5-ethyl-3-{2-[(3,3,7-trimethyl-2,3-dihydro-1-benzofuran-4-yl)oxy]-5-pyrimidinyl}-2,4-imidazolidinedione). Reactants: CC1(COC2=C1C(=CC=C2C)OC2=NC=C(C=N2)NC(=O)[C@@H](CC)NC(OC(C)(C)C)=O)C (1,1-dimethylethyl {(1R)-1-[({2-[(3,3,7-trimethyl-2,3-dihydro-1-benzofuran-4-yl)oxy]-5-pyrimidinyl}amino)carbonyl]propyl}carbamate), CC1(COC2=C1C(=CC=C2C)OC2=NC=C(C=N2)NC(=O)[C@@H](CC)NC(OC(C)(C)C)=O)C (1,1-dimethylethyl {(1R)-1-[({2-[(3,3,7-trimethyl-2,3-dihydro-1-benzofuran-4-yl)oxy]-5-pyrimidinyl}amino)carbonyl]propyl}carbamate), ClC(Cl)(OC(OC(Cl)(Cl)Cl)=O)Cl (triphosgene). Reactants: CC1(C)COC(CSCC(=O)O)(c2ccccc2)OC1, CN(C)c1ccncc1, C(=NC1CCCCC1)=NC1CCCCC1, ClCCl, O=C1NC(c2ccccc2)CO1. The product is CC1(C)COC(CSCC(=O)N2C(=O)OCC2c2ccccc2)(c2ccccc2)OC1. RXN SMILES: [CH3:1][C:2]1([CH3:20])[CH2:3][O:4][C:5]([c:8]2[cH:9][cH:10][cH:11][cH:12][cH:13]2)([CH2:14][S:15][CH2:16][C:17](=[O:18])[OH:19])[O:6][CH2:7]1.[CH3:51][N:52]([CH3:53])[c:54]1[cH:55][cH:56][n:57][cH:58][cH:59]1.[CH:21]1([N:22]=[C:23]=[N:24][CH:25]2[CH2:26][CH2:27][CH2:28][CH2:29][CH2:30]2)[CH2:31][CH2:32][CH2:33][CH2:34][CH2:35]1.[Cl:48][CH2:49][Cl:50].[c:36]1([CH:42]2[NH:43][C:44](=[O:47])[O:45][CH2:46]2)[cH:37][cH:38][cH:39][cH:40][cH:41]1>>[CH3:1][C:2]1([CH3:20])[CH2:3][O:4][C:5]([c:8]2[cH:9][cH:10][cH:11][cH:12][cH:13]2)([CH2:14][S:15][CH2:16][C:17](=[O:19])[N:43]2[CH:42]([c:36]3[cH:37][cH:38][cH:39][cH:40][cH:41]3)[CH2:46][O:45][C:44]2=[O:47])[O:6][CH2:7]1.